This data is from the Open Reaction Database (ORD), a public repository of structured organic reaction records. The task is: describe an organic reaction: reactants, conditions, products, and yield Starting materials: COc1ccc(C(=O)CBr)cc1, C#CCCCCC=O, Cc1cccc(C)n1. Solvent: CN(C)C=O, CN(C)C=O, CN(C)C=O, CN(C)C=O, CN(C)C=O. Run at temperature 22 celsius, time 8 hour. As a reaction SMILES: C#CCCCCC=O.COc1ccc(C(=O)CBr)cc1>C1COCCN1.F[P](F)(F)(F)(F)F.CC(C)(C)C1=CC=[N@H]2C(=C1)C3=CC(=CC=[N@@H]3[Ir]2456c7cc(F)cc(F)c7C8=CC=C(C=[N]48)C(F)(F)F)C(C)(C)C.Fc9cc(F)c(C%10=[N]5C=C(C=C%10)C(F)(F)F)c6c9.CN(C)C=O.Cc1cccc(C)n1>C#CCCC[C@@H](C=O)CC(=O)c1ccc(OC)cc1.C#CCCC[C@H](C=O)CC(=O)c1ccc(OC)cc1. The reagents and catalysts are C1COCCN1, F[P](F)(F)(F)(F)F.CC(C)(C)C1=CC=[N@H]2C(=C1)C3=CC(=CC=[N@@H]3[Ir]2456c7cc(F)cc(F)c7C8=CC=C(C=[N]48)C(F)(F)F)C(C)(C)C.Fc9cc(F)c(C%10=[N]5C=C(C=C%10)C(F)(F)F)c6c9 ([Ir(dFCF3ppy)2(dtbbpy)]PF6). The product is C#CCCC[C@H](C=O)CC(=O)c1ccc(OC)cc1, C#CCCC[C@@H](C=O)CC(=O)c1ccc(OC)cc1, COc1ccc(C(=O)C[C@@H](C=O)CCCC2=CN(c3ccc(C(=O)OC[C@H](Cc4ccccc4)NC(=O)OCC4c5ccccc5-c5ccccc54)cc3)[N+]=[N-]2)cc1, COc1ccc(C(=O)C[C@H](C=O)CCCC2=CN(c3ccc(C(=O)OC[C@H](Cc4ccccc4)NC(=O)OCC4c5ccccc5-c5ccccc54)cc3)[N+]=[N-]2)cc1. Reactants: C(C)(=O)O (acetic acid), solids, N (ammonia), starch, starch, C=CC1=CC=CC=C1.C=CC=C.C(C=C)(=O)O (styrene/butadiene acrylic acid). Run in O (water), O (water). Reaction conditions: temperature 190 fahrenheit. Product: C(C=C)(=O)OC (methyl acrylate), C(C(=C)C)(=O)OCCC1OCCN1 (oxazolidinylethyl methacrylate), oxyethylene. RXN SMILES: [CH2:1]=C[C:3]1[CH:8]=[CH:7]C=CC=1.C=[CH:10][CH:11]=[CH2:12].[C:13]([OH:17])(=[O:16])[CH:14]=[CH2:15].[NH3:18].[C:19]([OH:22])(=O)[CH3:20]>O>[C:13]([O:17][CH3:1])(=[O:16])[CH:14]=[CH2:15].[C:13]([O:17][CH2:7][CH2:8][CH:3]1[NH:18][CH2:20][CH2:19][O:22]1)(=[O:16])[C:11]([CH3:10])=[CH2:12] |f:0.1.2|. Reported procedure: Corn starch (ethoxylated) is solubilized at 20% solids in water by heating at 190° F. for 30 minutes. Nine parts of the starch (solids basis based on clay) are mixed into 100 parts (solids basis) of the clay suspension obtained in part a). Then there are added 9 parts (solids basis) of a commercial latex dispersion of styrene/butadiene/acrylic acid copolymer (50% solids) in which the several monomers are present in the ratio 40/57/3. To this mixture, adjusted to pH = 9.0 with ammonia, is added o... Starting materials: P(Cl)(Cl)(Cl)(Cl)Cl (Phosphorus pentachloride), C(C)(=O)NC=1C=C2C=CC(=NC2=C(C1)C)OC (6-acetamido-2-methoxy-8-methylquinoline), C(C)(=O)NN (Acetyl hydrazine). Run in C1(=CC=CC=C1)C (toluene). Reaction conditions: time 15 minute. The product is CC1=NN=C(N1C=1C=C2C=CC(=NC2=C(C1)C)OC)C (6-[3,5-dimethyl-1,2,4-triazol-4-yl]-2-methoxy-8-methylquinoline). The yield is 26.3%. As a reaction SMILES: P(Cl)(Cl)(Cl)(Cl)Cl.[C:7]([NH:10][C:11]1[CH:12]=[C:13]2[C:18](=[C:19]([CH3:21])[CH:20]=1)[N:17]=[C:16]([O:22][CH3:23])[CH:15]=[CH:14]2)(=O)[CH3:8].[C:24]([NH:27][NH2:28])(=O)[CH3:25]>C1(C)C=CC=CC=1>[CH3:8][C:7]1[N:10]([C:11]2[CH:12]=[C:13]3[C:18](=[C:19]([CH3:21])[CH:20]=2)[N:17]=[C:16]([O:22][CH3:23])[CH:15]=[CH:14]3)[C:24]([CH3:25])=[N:27][N:28]=1. Procedure details: Phosphorus pentachloride (1.0 g) was added to a stirred solution of 6-acetamido-2-methoxy-8-methylquinoline (1.0 g) in toluene (50 cm3) and the mixture was stirred at 50° for 15 minutes. Acetyl hydrazine (1.35 g) was then added and the mixture was stirred for 3 hours at 60°. The toluene was removed in vacuo, the residue dissolved in ethanol, and aqueous ammonia solution (S.G. 0.88) (25 cm3) was added. Dichloromethane (100 cm3) was added and the organic phase was separated. The aqueous phase was ...